From a dataset of the Open Reaction Database (ORD), a public repository of structured organic reaction records. describe an organic reaction: reactants, conditions, products, and yield The reactants are COC(=O)c1cscc1NC(=O)CCCOc1ccccc1Cl, [Li+], C1CCOC1, [OH-], O, O. Product: O=C(CCCOc1ccccc1Cl)Nc1cscc1C(=O)O. RXN SMILES: [CH3:1][O:2][C:3](=[O:4])[c:5]1[cH:6][s:7][cH:8][c:9]1[NH:10][C:11]([CH2:12][CH2:13][CH2:14][O:15][c:16]1[c:17]([Cl:22])[cH:18][cH:19][cH:20][cH:21]1)=[O:23].[Li+:26].[O:27]1[CH2:28][CH2:29][CH2:30][CH2:31]1.[OH-:25].[OH2:24].[OH2:32]>>[O:2]=[C:3]([OH:4])[c:5]1[cH:6][s:7][cH:8][c:9]1[NH:10][C:11]([CH2:12][CH2:13][CH2:14][O:15][c:16]1[c:17]([Cl:22])[cH:18][cH:19][cH:20][cH:21]1)=[O:23]. The reactants are O=C([O-])O, O=C(CCC(=O)C(CC1CCOCC1)c1ccc(S(=O)(=O)C2CC2)cc1)c1ncc(COC2CCCCO2)s1, Cl, [Na+], C1CCOC1. Yields the product O=C(CCC(=O)C(CC1CCOCC1)c1ccc(S(=O)(=O)C2CC2)cc1)c1ncc(CO)s1. Reaction SMILES: [C:41](=[O:42])([O-:43])[OH:44].[CH:1]1([S:4](=[O:5])(=[O:6])[c:7]2[cH:8][cH:9][c:10]([CH:13]([C:14]([CH2:15][CH2:16][C:17](=[O:18])[c:19]3[s:20][c:21]([CH2:24][O:25][CH:26]4[CH2:27][CH2:28][CH2:29][CH2:30][O:31]4)[cH:22][n:23]3)=[O:32])[CH2:33][CH:34]3[CH2:35][CH2:36][O:37][CH2:38][CH2:39]3)[cH:11][cH:12]2)[CH2:2][CH2:3]1.[ClH:40].[Na+:45].[O:46]1[CH2:47][CH2:48][CH2:49][CH2:50]1>>[CH:1]1([S:4](=[O:5])(=[O:6])[c:7]2[cH:8][cH:9][c:10]([CH:13]([C:14]([CH2:15][CH2:16][C:17](=[O:18])[c:19]3[s:20][c:21]([CH2:24][OH:25])[cH:22][n:23]3)=[O:32])[CH2:33][CH:34]3[CH2:35][CH2:36][O:37][CH2:38][CH2:39]3)[cH:11][cH:12]2)[CH2:2][CH2:3]1. The reactants are solution, Cl (hydrogen chloride), C(C)(C)(C)OC(=O)N1[C@H](CCC1)COC1=C(C=CC=C1)CCC1=CC=CC=C1 ((R)-1-t-butoxycarbonyl-2-[2-(2-phenylethyl)phenoxymethyl]pyrrolidine). Run in O1CCOCC1 (dioxane), O1CCOCC1 (dioxane). Run at time 1 hour. The product is Cl.C1(=CC=CC=C1)CCC1=C(OC[C@@H]2NCCC2)C=CC=C1 ((R)-2-[2-(2-Phenylethyl)phenoxymethyl]pyrrolidine hydrochloride). Isolated yield 68.0%. Reaction SMILES: [ClH:1].C(OC([N:9]1[CH2:13][CH2:12][CH2:11][C@@H:10]1[CH2:14][O:15][C:16]1[CH:21]=[CH:20][CH:19]=[CH:18][C:17]=1[CH2:22][CH2:23][C:24]1[CH:29]=[CH:28][CH:27]=[CH:26][CH:25]=1)=O)(C)(C)C>O1CCOCC1>[ClH:1].[C:24]1([CH2:23][CH2:22][C:17]2[CH:18]=[CH:19][CH:20]=[CH:21][C:16]=2[O:15][CH2:14][C@H:10]2[CH2:11][CH2:12][CH2:13][NH:9]2)[CH:25]=[CH:26][CH:27]=[CH:28][CH:29]=1 |f:3.4|. Procedure: 5 ml of a 4N solution of hydrogen chloride in dioxane were added to a solution of 630 mg of (R)-1-t-butoxycarbonyl-2-[2-(2-phenylethyl)phenoxymethyl]pyrrolidine [prepared as described in step (a) above] in 5 ml of dioxane, and the resulting mixture was allowed to stand at room temperature for 1 hour. At the end of this time, the solvent was removed by distillation under reduced pressure, and the resulting oily residue was cooled, which resulted in its solidification. The solid was triturated in ... Starting materials: phosphates, P(O)(O)(O)=O (phosphoric acid), [N+](=O)(O)[O-] (HNO3), C1=CC=CC=C1 (benzene), C1=CC=CC=C1 (benzene). Reagents/catalysts: [O-]P(=O)=O.[O-]P(=O)=O.[Ca+2] (calcium metaphosphate). The product is [N+](=O)([O-])C1=CC=CC=C1 (nitrobenzene), [N+](=O)(O)[O-] (HNO3). Reaction SMILES: [N+:1]([O-:4])([OH:3])=[O:2].P(=O)(O)(O)O.[CH:10]1[CH:15]=[CH:14][CH:13]=[CH:12][CH:11]=1>[O-]P(=O)=O.[O-]P(=O)=O.[Ca+2]>[N+:1]([C:10]1[CH:15]=[CH:14][CH:13]=[CH:12][CH:11]=1)([O-:4])=[O:2].[N+:1]([O-:4])([OH:3])=[O:2] |f:3.4.5|. Procedure details: British Pat. No. 586,732 discloses that the gas-phase nitration of benzene with HNO3 or NO2 is carried out with phosphates or a sintered product of phosphoric acid supported on a solid absorbent as catalyst. According to the example, nitrobenzene is obtained by the nitration of benzene with HNO3 with calcium metaphosphate as a catalyst, but the space time yield of nitrobenzene stays at such a low level as about 0.074 kg/liter catalyst.hour under a condition that the HNO3 /benzene molar ratio is ... Reactants: Cl (hydrochloric acid), COCCCN1CC(C(CC1)(C1=CC=CC=C1)O)C(C1=CC=CC=C1)=O (1-(3-methoxypropyl)-3-benzoyl-4-hydroxy-4-phenylpiperidine), [Cl-].[Al+3].[Cl-].[Cl-] (aluminum chloride). Solvent: C1=CC=CC=C1 (benzene). Conditions: time 20 minute. Product: COCCCN1CCC(CC1)(C1=CC=CC=C1)C1=CC=CC=C1 (1-(3-methoxypropyl)-4,4-diphenylpiperidine), oil. Reaction SMILES: [CH3:1][O:2][CH2:3][CH2:4][CH2:5][N:6]1[CH2:11][CH2:10][C:9](O)([C:12]2[CH:17]=[CH:16][CH:15]=[CH:14][CH:13]=2)[CH:8](C(=O)C2C=CC=CC=2)[CH2:7]1.[Cl-].[Al+3].[Cl-].[Cl-].Cl>C1C=CC=CC=1>[CH3:1][O:2][CH2:3][CH2:4][CH2:5][N:6]1[CH2:11][CH2:10][C:9]([C:12]2[CH:13]=[CH:14][CH:15]=[CH:16][CH:17]=2)([C:12]2[CH:17]=[CH:16][CH:15]=[CH:14][CH:13]=2)[CH2:8][CH2:7]1 |f:1.2.3.4|. Procedure details: 30 g. of 1-(3-methoxypropyl)-3-benzoyl-4-hydroxy-4-phenylpiperidine are suspended in 225 ml. of anhydrous benzene. 50 g. of finely pulverized, anhydrous aluminum chloride are added thereto within 20 minutes, while stirring. The reaction temperature increases during said addition up to 60° C. The reaction mixture is then kept at from 50° to 55° C. for about 1 hour, is cooled to room temperature, and is added to a mixture of ice and concentrated hydrochloric acid. The benzene layer is separated fr...